Dataset: the Open Reaction Database (ORD), a public repository of structured organic reaction records. Task: describe an organic reaction: reactants, conditions, products, and yield Reactants: C(CCS)S (1,3-propanedithiol), C(C1=CC=CC=C1)=O (benzaldehyde), Cl (HCl). Solvent: C(Cl)(Cl)Cl (CHCl3). Reaction conditions: time 4 hour. Yields the product C1(=CC=CC=C1)C1SCCCS1 (2-Phenyl-[1,3]dithiane). Yield: 82.7%. Reaction SMILES: [CH2:1]([SH:5])[CH2:2][CH2:3][SH:4].[CH:6](=O)[C:7]1[CH:12]=[CH:11][CH:10]=[CH:9][CH:8]=1.Cl>C(Cl)(Cl)Cl>[C:7]1([CH:6]2[S:5][CH2:1][CH2:2][CH2:3][S:4]2)[CH:12]=[CH:11][CH:10]=[CH:9][CH:8]=1. Reported procedure: 1,3-propanedithiol (11.22 g, 103.7 mmol) was added to a solution of benzaldehyde (10.0 g, 94.2 mmol) in 150 mL of CHCl3. The mixture was stirred at room temperature for 4 h. Concentrated HCl (2 mL) was added to the reaction mixture and the resulting mixture was stirred at room temperature for additional 2 h. The mixture was washed with H2O and brine. The organic layer was dried over MgSO4 and the organic solvent was removed under reduced pressure. The crude product was purified by column chromat... Reaction SMILES: C([O:3][C:4](=[O:25])[CH2:5][CH:6]1[O:10][B:9]([OH:11])[C:8]2[CH:12]=[C:13]([O:17][C:18]3[N:19]=[N:20][C:21]([Cl:24])=[CH:22][CH:23]=3)[CH:14]=[C:15]([CH3:16])[C:7]1=2)C.[Li+].[OH-].Cl>C1COCC1.O.O>[Cl:24][C:21]1[N:20]=[N:19][C:18]([O:17][C:13]2[CH:14]=[C:15]([CH3:16])[C:7]3[CH:6]([CH2:5][C:4]([OH:25])=[O:3])[O:10][B:9]([OH:11])[C:8]=3[CH:12]=2)=[CH:23][CH:22]=1 |f:1.2,4.5|. Reported procedure: To a solution of [6-(6-chloro-pyridazin-3-yloxy)-1-hydroxy-4-methyl-1,3-dihydro-benzo[c][1,2]oxaborol-3-yl]-acetic acid ethyl ester (0.2 g, 0.55 mmol) in THF:H2O (1:1, 10 mL) at 0° C. was added a solution of LiOH (0.026 g, 1.10 mmol) in water (1 mL). The solution was allowed to warm to room temperature over 3 hours then acidified to pH 2 with 1N HCl (1 mL) at 0° C. and concentrated in vacuo. The residue was purified by preparative HPLC to give [6-(6-chloro-pyridazin-3-yloxy)-1-hydroxy-4-methyl-1... Starting materials: Cl (HCl), C(C)OC(CC1C2=C(B(O1)O)C=C(C=C2C)OC=2N=NC(=CC2)Cl)=O ([6-(6-chloro-pyridazin-3-yloxy)-1-hydroxy-4-methyl-1,3-dihydro-benzo[c][1,2]oxaborol-3-yl]-acetic acid ethyl ester), [Li+].[OH-] (LiOH). Product: ClC1=CC=C(N=N1)OC=1C=C(C2=C(B(OC2CC(=O)O)O)C1)C ([6-(6-chloro-pyridazin-3-yloxy)-1-hydroxy-4-methyl-1,3-dihydro-benzo[c][1,2]oxaborol-3-yl]-acetic acid). Isolated yield 54.4%. The solvent is C1CCOC1.O (THF H2O), O (water).